This data is from the Open Reaction Database (ORD), a public repository of structured organic reaction records. The task is: describe an organic reaction: reactants, conditions, products, and yield Reactants: [Li]CCCC, CCCCCC, CC(C)N1CCOC(CCl)C1, C1CCOC1, O, c1ccccc1, c1ccc2c(c1)CCc1ccccc1C2. Yields the product CC(C)N1CCOC(CC2c3ccccc3CCc3ccccc32)C1. Reaction SMILES: [CH2:1]([Li:2])[CH2:3][CH2:4][CH3:5].[CH3:33][CH2:34][CH2:35][CH2:36][CH2:37][CH3:38].[Cl:21][CH2:22][CH:23]1[O:24][CH2:25][CH2:26][N:27]([CH:29]([CH3:30])[CH3:31])[CH2:28]1.[O:39]1[CH2:40][CH2:41][CH2:42][CH2:43]1.[OH2:32].[cH:44]1[cH:45][cH:46][cH:47][cH:48][cH:49]1.[cH:6]1[cH:7][cH:8][cH:9][c:10]2[c:16]1[CH2:15][CH2:14][c:13]1[c:12]([cH:20][cH:19][cH:18][cH:17]1)[CH2:11]2>>[cH:6]1[cH:7][cH:8][cH:9][c:10]2[c:16]1[CH2:15][CH2:14][c:13]1[c:12]([cH:20][cH:19][cH:18][cH:17]1)[CH:11]2[CH2:22][CH:23]1[O:24][CH2:25][CH2:26][N:27]([CH:29]([CH3:30])[CH3:31])[CH2:28]1. The reactants are C1(CCCCC1)C[C@@H](C(=O)O)N1C(C=C(C1)OC1=CC=CC=2OCCOC21)=O ((S)-3-cyclohexyl-2-[4-(2,3-dihydro-benzo[1,4]dioxin-5-yloxy)-2-oxo-2,5-dihydro-pyrrol-1-yl]-propionic acid), CN(CCCN=C=NCC)C (1-(3-dimethylaminopropyl)-3-ethylcarbodiimide), ON1N=NC2=C1C=CC=C2 (1-hydroxybenzotriazole), NC1=NN(C=C1)CC(C)(O)C (1-(3-amino-pyrazol-1-yl)-2-methyl-propan-2-ol). Solvent: ClCCl (dichloromethane), ClCCl (dichloromethane). Reaction conditions: temperature 25 celsius, time 2 hour. Yields the product C1(CCCCC1)C[C@@H](C(=O)NC1=NN(C=C1)CC(C)(C)O)N1C(C=C(C1)OC1=CC=CC=2OCCOC21)=O ((S)-3-cyclohexyl-2-[4-(2,3-dihydro-benzo[1,4]dioxin-5-yloxy)-2-oxo-2,5-dihydro-pyrrol-1-yl]-N-[1-(2-hydroxy-2-methyl-propyl)-1H-pyrazol-3-yl]-propionamide). Yield: 42.9%. Reaction SMILES: [CH:1]1([CH2:7][C@H:8]([N:12]2[CH2:16][C:15]([O:17][C:18]3[C:27]4[O:26][CH2:25][CH2:24][O:23][C:22]=4[CH:21]=[CH:20][CH:19]=3)=[CH:14][C:13]2=[O:28])[C:9](O)=[O:10])[CH2:6][CH2:5][CH2:4][CH2:3][CH2:2]1.CN(C)CCCN=C=NCC.ON1C2C=CC=CC=2N=N1.[NH2:50][C:51]1[CH:55]=[CH:54][N:53]([CH2:56][C:57]([CH3:60])([OH:59])[CH3:58])[N:52]=1>ClCCl>[CH:1]1([CH2:7][C@H:8]([N:12]2[CH2:16][C:15]([O:17][C:18]3[C:27]4[O:26][CH2:25][CH2:24][O:23][C:22]=4[CH:21]=[CH:20][CH:19]=3)=[CH:14][C:13]2=[O:28])[C:9]([NH:50][C:51]2[CH:55]=[CH:54][N:53]([CH2:56][C:57]([OH:59])([CH3:58])[CH3:60])[N:52]=2)=[O:10])[CH2:2][CH2:3][CH2:4][CH2:5][CH2:6]1. Reported procedure: A solution of (S)-3-cyclohexyl-2-[4-(2,3-dihydro-benzo[1,4]dioxin-5-yloxy)-2-oxo-2,5-dihydro-pyrrol-1-yl]-propionic acid (200 mg, 0.52 mmol) in dichloromethane (10 mL) was treated with 1-(3-dimethylaminopropyl)-3-ethylcarbodiimide (81 mg, 0.52 mmol) and 1-hydroxybenzotriazole (75 mg, 0.54 mmol). The reaction mixture was stirred at 25° C. for 2 h followed by the addition of 1-(3-amino-pyrazol-1-yl)-2-methyl-propan-2-ol (prepared in U.S. Pat. Appl. US2008021032 Example 80, 88 mg, 0.57 mmol). The r... Starting materials: CC(C)(C)OCC1OC(n2cnc3c(NC(=O)c4ccccc4)ncnc32)([SiH](c2ccccc2)c2ccccc2)C(OCC(O)CO)C1O, ClCCl. The product is CC(C)(C)OCC1OC(n2cnc3c(NC(=O)c4ccccc4)ncnc32)([SiH](c2ccccc2)c2ccccc2)C(OCC=O)C1O. Reaction SMILES: [C:1]([CH3:2])([CH3:3])([CH3:4])[O:5][CH2:6][CH:7]1[CH:8]([OH:49])[CH:9]([O:43][CH2:44][CH:45]([CH2:46][OH:47])[OH:48])[C:10]([n:12]2[cH:13][n:14][c:15]3[c:16]([NH:17][C:18]([c:19]4[cH:20][cH:21][cH:22][cH:23][cH:24]4)=[O:25])[n:26][cH:27][n:28][c:29]23)([SiH:30]([c:31]2[cH:32][cH:33][cH:34][cH:35][cH:36]2)[c:37]2[cH:38][cH:39][cH:40][cH:41][cH:42]2)[O:11]1.[Cl:50][CH2:51][Cl:52]>>[C:1]([CH3:2])([CH3:3])([CH3:4])[O:5][CH2:6][CH:7]1[CH:8]([OH:49])[CH:9]([O:43][CH2:44][CH:45]=[O:48])[C:10]([n:12]2[cH:13][n:14][c:15]3[c:16]([NH:17][C:18]([c:19]4[cH:20][cH:21][cH:22][cH:23][cH:24]4)=[O:25])[n:26][cH:27][n:28][c:29]23)([SiH:30]([c:31]2[cH:32][cH:33][cH:34][cH:35][cH:36]2)[c:37]2[cH:38][cH:39][cH:40][cH:41][cH:42]2)[O:11]1. Starting materials: COc1ccc(C2=NN(C3CCNCC3)C(=O)C2(C)C)cc1OC, O=C(O)c1cnc2ccccc2c1. The product is COc1ccc(C2=NN(C3CCN(C(=O)c4cnc5ccccc5c4)CC3)C(=O)C2(C)C)cc1OC. Reaction SMILES: [CH3:1][O:2][c:3]1[cH:4][c:5]([C:11]2=[N:15][N:14]([CH:16]3[CH2:17][CH2:18][NH:19][CH2:20][CH2:21]3)[C:13](=[O:22])[C:12]2([CH3:23])[CH3:24])[cH:6][cH:7][c:8]1[O:9][CH3:10].[n:25]1[cH:26][c:27]([C:35](=[O:36])[OH:37])[cH:28][c:29]2[cH:30][cH:31][cH:32][cH:33][c:34]12>>[CH3:1][O:2][c:3]1[cH:4][c:5]([C:11]2=[N:15][N:14]([CH:16]3[CH2:17][CH2:18][N:19]([C:35]([c:27]4[cH:26][n:25][c:34]5[c:29]([cH:28]4)[cH:30][cH:31][cH:32][cH:33]5)=[O:36])[CH2:20][CH2:21]3)[C:13](=[O:22])[C:12]2([CH3:23])[CH3:24])[cH:6][cH:7][c:8]1[O:9][CH3:10]. Starting materials: CC=C(C)c1csc(Br)c1, CC(C)=O, C[N+]1([O-])CCOCC1, O=[Os](=O)(=O)=O, O. The product is CC(O)C(C)(O)c1csc(Br)c1. As a reaction SMILES: [Br:1][c:2]1[s:3][cH:4][c:5]([C:7](=[CH:8][CH3:9])[CH3:10])[cH:6]1.[CH3:11][C:12]([CH3:13])=[O:14].[CH3:15][N+:16]1([O-:17])[CH2:18][CH2:19][O:20][CH2:21][CH2:22]1.[O:24]=[Os:25](=[O:26])(=[O:27])=[O:28].[OH2:23]>>[Br:1][c:2]1[s:3][cH:4][c:5]([C:7]([CH:8]([CH3:9])[OH:23])([CH3:10])[OH:14])[cH:6]1. The reactants are N1=NC=C(C=C1)NC(OC1=CC=CC=C1)=O (phenyl N-(4-pyridazinyl)carbamate), C1(CCCC1)N (cyclopentylamine). The solvent is O1CCCC1 (tetrahydrofuran). The product is N1=NC=C(C=C1)NC(=O)NC1CCCC1 (N-(4-pyridazinyl)-N'-cyclopentylurea). Yield: 10.8%. As a reaction SMILES: [N:1]1[CH:6]=[CH:5][C:4]([NH:7][C:8](=[O:16])OC2C=CC=CC=2)=[CH:3][N:2]=1.[CH:17]1([NH2:22])[CH2:21][CH2:20][CH2:19][CH2:18]1>O1CCCC1>[N:1]1[CH:6]=[CH:5][C:4]([NH:7][C:8]([NH:22][CH:17]2[CH2:21][CH2:20][CH2:19][CH2:18]2)=[O:16])=[CH:3][N:2]=1. Reported procedure: A stirred solution of 2.0 grams (0.009 mole) of phenyl N-(4-pyridazinyl)carbamate and 1.0 ml (0.010 mole) of cyclopentylamine in tetrahydrofuran is heated under reflux for 18 hours. The reaction mixture is filtered and the filtrate concentrated under reduced pressure to a residue. The residue is purified by column chromatography on silica gel. Elution is accomplished with 10% methanol in methylene chloride. The appropriate fractions are combined and concentrated under reduced pressure to yield 0... Reactants: N1C=NC(=C1)S(=O)(=O)Cl (Imidazole-4-sulphonyl chloride), ClC1=CC=C(NC)C=C1 (4-chloro-N-methylaniline). Yields the product ClC1=CC=C(C=C1)N(S(=O)(=O)C=1N=CNC1)C (4-[N-(4-chlorophenyl)-N-methylsulphamoyl]imidazole). As a reaction SMILES: [NH:1]1[CH:5]=[C:4]([S:6](Cl)(=[O:8])=[O:7])[N:3]=[CH:2]1.[Cl:10][C:11]1[CH:18]=[CH:17][C:14]([NH:15][CH3:16])=[CH:13][CH:12]=1>>[Cl:10][C:11]1[CH:18]=[CH:17][C:14]([N:15]([CH3:16])[S:6]([C:4]2[N:3]=[CH:2][NH:1][CH:5]=2)(=[O:8])=[O:7])=[CH:13][CH:12]=1. Reported procedure: Imidazole-4-sulphonyl chloride was reacted with 4-chloro-N-methylaniline to give 4-[N-(4-chlorophenyl)-N-methylsulphamoyl]imidazole, m.p. 217°-9°. This was then treated with dimethylsulphamoyl chloride in a similar manner to that described in Example 1, to give 1-dimethylsulphamoyl-4-[N-(4-chlorophenyl)-N-methylsulphamoyl]imidazole, m.p. 131.5°-132°. Reactants: C(C)(C)(C)OC(N[C@@H]1CN(CC1)C1=NC(=NC2=CC(=CC=C12)C)C1=C(C=CC=C1)O)=O ((S)-{1-[2-(2-hydroxy-phenyl)-7-methyl-quinazolin-4-yl]-pyrrolidin-3-yl}-carbamic acid tert-butyl ester), C(=O)(C(F)(F)F)O (TFA). Run in C(Cl)Cl (CH2Cl2), C(=O)(O)[O-].[Na+] (NaHCO3), C(Cl)Cl (CH2Cl2). Run at time 30 minute. Product: N[C@@H]1CN(CC1)C1=NC(=NC2=CC(=CC=C12)C)C1=C(C=CC=C1)O ((S)-2-[4-(3-amino-pyrrolidin-1-yl)-7-methyl-quinazolin-2-yl]-phenol). As a reaction SMILES: C(OC(=O)[NH:7][C@H:8]1[CH2:12][CH2:11][N:10]([C:13]2[C:22]3[C:17](=[CH:18][C:19]([CH3:23])=[CH:20][CH:21]=3)[N:16]=[C:15]([C:24]3[CH:29]=[CH:28][CH:27]=[CH:26][C:25]=3[OH:30])[N:14]=2)[CH2:9]1)(C)(C)C.C(O)(C(F)(F)F)=O>C([O-])(O)=O.[Na+].C(Cl)Cl>[NH2:7][C@H:8]1[CH2:12][CH2:11][N:10]([C:13]2[C:22]3[C:17](=[CH:18][C:19]([CH3:23])=[CH:20][CH:21]=3)[N:16]=[C:15]([C:24]3[CH:29]=[CH:28][CH:27]=[CH:26][C:25]=3[OH:30])[N:14]=2)[CH2:9]1 |f:2.3|. Procedure: To (S)-{1-[2-(2-hydroxy-phenyl)-7-methyl-quinazolin-4-yl]-pyrrolidin-3-yl}-carbamic acid tert-butyl ester (174 mg, 0.41 mmol) at room temperature was added 1.4 mL of a 1:1 TFA:CH2Cl2 solution. The reaction mixture was stirred for 30 min and diluted with 10 mL of saturated NaHCO3 and 10 mL of CH2Cl2. The organic layer was separated and dried over Na2SO4. The solvent was removed under reduced pressure to give (S)-2-[4-(3-amino-pyrrolidin-1-yl)-7-methyl-quinazolin-2-yl]-phenol. LC/MS: m/z 321.2 (M+...